This data is from the Open Reaction Database (ORD), a public repository of structured organic reaction records. The task is: describe an organic reaction: reactants, conditions, products, and yield Starting materials: C(C)(C)(C)OC(N[C@@H]([C@@H](C)C1CCC(CC1)N(C)C(C)=O)C(=O)N1C[C@H](CC1)F)=O (tert-Butyl((1S,2S)-2-{4-[acetyl(methyl)amino]cyclohexyl}-1-{[(3S)-3-fluoropyrrolidin-1-yl]carbonyl}propyl)carbamate), FC(C(=O)O)(F)F (trifluoroacetic acid). The solvent is ClCCl (dichloromethane). Product: FC(C(=O)[O-])(F)F.C(C)(=O)N(C1CCC(CC1)[C@@H]([C@@H](C(=O)N1C[C@H](CC1)F)[NH3+])C)C ((2S,3S)-3-{4-[Acetyl(methyl)amino]cyclohexyl}-1-[(3S)-3-fluoropyrrolidin-1-yl]-1-oxobutan-2-aminium trifluoroacetate). Reaction SMILES: C(OC(=O)[NH:7][C@H:8]([C:22]([N:24]1[CH2:28][CH2:27][C@H:26]([F:29])[CH2:25]1)=[O:23])[C@H:9]([CH:11]1[CH2:16][CH2:15][CH:14]([N:17]([C:19](=[O:21])[CH3:20])[CH3:18])[CH2:13][CH2:12]1)[CH3:10])(C)(C)C.[F:31][C:32]([F:37])([F:36])[C:33]([OH:35])=[O:34]>ClCCl>[F:31][C:32]([F:37])([F:36])[C:33]([O-:35])=[O:34].[C:19]([N:17]([CH3:18])[CH:14]1[CH2:13][CH2:12][CH:11]([C@H:9]([CH3:10])[C@H:8]([NH3+:7])[C:22]([N:24]2[CH2:28][CH2:27][C@H:26]([F:29])[CH2:25]2)=[O:23])[CH2:16][CH2:15]1)(=[O:21])[CH3:20] |f:3.4|. Procedure: To a solution of the material prepared in Step D (0.012 g, 0.028 mmol) in dichloromethane (3 mL) was added trifluoroacetic acid (1 mL). After 3 h at ambient temperature the reaction was concentrated in vacuo, affording the title compound as a white solid. 1H NMR (500 MHz, CD3OD): δ 5.41 (s, 0.5H as a single rotamer), 5.36 (s, 0.5H as a single rotamer), 5.31 (0.5H as a single rotamer), 5.26 (0.5H as a single rotamer), 4.28 (m, 1H), 4.06 (dd, J=5.5 Hz, J=9.0 Hz, 1H), 4.00 (dd, J=5.5 Hz, J=9.0 Hz, ... The product is FC1=CC=C(C=C1)[C@H](C)NC=1C=C(C(=O)OC)C=C(N1)NC1=NC=CN=C1 (Methyl (S)-2-[1-(4-fluorophenyl)ethylamino]-6-(pyrazin-2-ylamino)isonicotinate). Solvent: C1(=CC=CC=C1)C (toluene). Procedure details: 4.4 g of methyl (S)-2-chloro-6-[1-(4-fluorophenyl)ethylamino]isonicotinate, 1.3 g of 2-aminopyrazine, 2.67 g of 2-dicyclohexylphosphino-2′,4′,6′-triisopropylbiphenyl, 5.0 g of tripotassium phosphate and 1.28 g of tris(dibenzylideneacetone)dipalladium were added in turn to 100 ml of degassed toluene, and the mixture was stirred at 100° C. for 24 hours under argon atmosphere. The reaction mixture was filtrated by celite, and the filtrate was concentrated under reduced pressure, and the obtained re... Reactants: ClC=1C=C(C(=O)OC)C=C(N1)N[C@@H](C)C1=CC=C(C=C1)F (methyl (S)-2-chloro-6-[1-(4-fluorophenyl)ethylamino]isonicotinate), NC1=NC=CN=C1 (2-aminopyrazine), C1(CCCCC1)P(C1=C(C=CC=C1)C1=C(C=C(C=C1C(C)C)C(C)C)C(C)C)C1CCCCC1 (2-dicyclohexylphosphino-2′,4′,6′-triisopropylbiphenyl), P(=O)([O-])([O-])[O-].[K+].[K+].[K+] (tripotassium phosphate). Conditions: temperature 100 celsius, time 24 hour. RXN SMILES: Cl[C:2]1[CH:3]=[C:4]([CH:9]=[C:10]([NH:12][C@H:13]([C:15]2[CH:20]=[CH:19][C:18]([F:21])=[CH:17][CH:16]=2)[CH3:14])[N:11]=1)[C:5]([O:7][CH3:8])=[O:6].[NH2:22][C:23]1[CH:28]=[N:27][CH:26]=[CH:25][N:24]=1.C1(P(C2CCCCC2)C2C=CC=CC=2C2C(C(C)C)=CC(C(C)C)=CC=2C(C)C)CCCCC1.P([O-])([O-])([O-])=O.[K+].[K+].[K+]>C1C=CC(/C=C/C(/C=C/C2C=CC=CC=2)=O)=CC=1.C1C=CC(/C=C/C(/C=C/C2C=CC=CC=2)=O)=CC=1.C1C=CC(/C=C/C(/C=C/C2C=CC=CC=2)=O)=CC=1.[Pd].[Pd].C1(C)C=CC=CC=1>[F:21][C:18]1[CH:19]=[CH:20][C:15]([C@@H:13]([NH:12][C:10]2[CH:9]=[C:4]([CH:3]=[C:2]([NH:22][C:23]3[CH:28]=[N:27][CH:26]=[CH:25][N:24]=3)[N:11]=2)[C:5]([O:7][CH3:8])=[O:6])[CH3:14])=[CH:16][CH:17]=1 |f:3.4.5.6,7.8.9.10.11|. Isolated yield 97.6%. Reagents/catalysts: C=1C=CC(=CC1)/C=C/C(=O)/C=C/C2=CC=CC=C2.C=1C=CC(=CC1)/C=C/C(=O)/C=C/C2=CC=CC=C2.C=1C=CC(=CC1)/C=C/C(=O)/C=C/C2=CC=CC=C2.[Pd].[Pd] (tris(dibenzylideneacetone)dipalladium). The reactants are CC(C)CCCCC(=O)NC(CO)C(C)(O)C(C)NC(=O)OC(C)(C)C, Cl, C1COCCO1. The product is Cl, CC(C)CCCCC(=O)NC(CO)C(C)(O)C(C)N. As a reaction SMILES: [C:1]([O:2][C:3](=[O:4])[NH:8][CH:9]([C:10]([CH:11]([NH:12][C:13]([CH2:14][CH2:15][CH2:16][CH2:17][CH:18]([CH3:19])[CH3:20])=[O:21])[CH2:22][OH:23])([CH3:24])[OH:25])[CH3:26])([CH3:5])([CH3:6])[CH3:7].[ClH:27].[O:28]1[CH2:29][CH2:30][O:31][CH2:32][CH2:33]1>>[ClH:27].[NH2:8][CH:9]([C:10]([CH:11]([NH:12][C:13]([CH2:14][CH2:15][CH2:16][CH2:17][CH:18]([CH3:19])[CH3:20])=[O:21])[CH2:22][OH:23])([CH3:24])[OH:25])[CH3:26]. Starting materials: O=C([O-])[O-], COC(=O)CCc1ccc(O)cc1CCNC(=O)OC(C)(C)C, Cc1ccc(S(=O)(=O)OCCc2nc(-c3ccccc3)oc2C)cc1, [Cs+], [Cs+], CN(C)C=O. Yields the product COC(=O)CCc1ccc(OCCc2nc(-c3ccccc3)oc2C)cc1CCNC(=O)OC(C)(C)C. RXN SMILES: [C:49](=[O:50])([O-:51])[O-:52].[CH3:1][O:2][C:3]([CH2:4][CH2:5][c:6]1[c:7]([CH2:13][CH2:14][NH:15][C:16](=[O:17])[O:18][C:19]([CH3:20])([CH3:21])[CH3:22])[cH:8][c:9]([OH:12])[cH:10][cH:11]1)=[O:23].[CH3:24][c:25]1[c:26]([CH2:36][CH2:37][O:38][S:39]([c:40]2[cH:41][cH:42][c:43]([CH3:44])[cH:45][cH:46]2)(=[O:47])=[O:48])[n:27][c:28](-[c:30]2[cH:31][cH:32][cH:33][cH:34][cH:35]2)[o:29]1.[Cs+:53].[Cs+:54].[O:55]=[CH:56][N:57]([CH3:58])[CH3:59]>>[CH3:1][O:2][C:3]([CH2:4][CH2:5][c:6]1[c:7]([CH2:13][CH2:14][NH:15][C:16](=[O:17])[O:18][C:19]([CH3:20])([CH3:21])[CH3:22])[cH:8][c:9]([O:12][CH2:37][CH2:36][c:26]2[c:25]([CH3:24])[o:29][c:28](-[c:30]3[cH:31][cH:32][cH:33][cH:34][cH:35]3)[n:27]2)[cH:10][cH:11]1)=[O:23]. Starting materials: C(C)O (ethanol), C([O-])([O-])=O.[K+].[K+] (potassium carbonate), FC1=CC=C(C=C1)C=1N=COC1C1=CC(=NC=C1)N (4-[4-(4-Fluoro-phenyl)-oxazol-5-yl]-pyridin-2-ylamine), C(C1=CC=CC=C1)(=O)N=C=O (benzoyl isocynate). Solvent: C(Cl)Cl (DCM), CCOC(=O)C (EtOAc). Conditions: temperature 50 celsius. The product is FC1=CC=C(C=C1)C=1N=COC1C1=CC(=NC=C1)NC(=O)N ({4-[4-(4-Fluoro-phenyl)-oxazol-5-yl]-pyridin-2-yl}-urea). Yield: 61.0%. Reaction SMILES: [F:1][C:2]1[CH:7]=[CH:6][C:5]([C:8]2[N:9]=[CH:10][O:11][C:12]=2[C:13]2[CH:18]=[CH:17][N:16]=[C:15]([NH2:19])[CH:14]=2)=[CH:4][CH:3]=1.[C:20]([N:28]=C=O)(=[O:27])C1C=CC=CC=1.C(O)C.C(=O)([O-])[O-].[K+].[K+]>C(Cl)Cl.CCOC(C)=O>[F:1][C:2]1[CH:3]=[CH:4][C:5]([C:8]2[N:9]=[CH:10][O:11][C:12]=2[C:13]2[CH:18]=[CH:17][N:16]=[C:15]([NH:19][C:20]([NH2:28])=[O:27])[CH:14]=2)=[CH:6][CH:7]=1 |f:3.4.5|. Procedure details: 4-[4-(4-Fluoro-phenyl)-oxazol-5-yl]-pyridin-2-ylamine (57 mg, 0.22 mmol) and benzoyl isocynate (39 mg, 0.27 mmol) are mixed in DCM (2.0 mL). The reaction is sealed and heated at 50° C. for 16 hrs. Then the solvent is removed and to the residue are added ethanol (2.0 mL) and potassium carbonate (46 mg, 0.34 mmol). The mixture is then heated at 80° C. for 55 min. The solvent is removed and the residue is partitioned between water (25 mL) and EtOAc (35 mL). The aqueous layer is separated and extrac... Starting materials: 1,2,2-dimethyl-1-ethoxy-3-[(trimethylsilyl)oxy]propane, CC(CO)(COCC)C (2,2-dimethyl-3-ethoxy-1-propanol), C[Si](C)(C)Cl (trimethylsilyl chloride). Yields the product CC(COCC)(CO[Si](C)(C)C)C (2,2-dimethyl-1-ethoxy-3-[(trimethylsilyl)oxy]propane). As a reaction SMILES: [CH3:1][C:2]([CH3:9])([CH2:5][O:6][CH2:7][CH3:8])[CH2:3][OH:4].[CH3:10][Si:11](Cl)([CH3:13])[CH3:12]>>[CH3:1][C:2]([CH3:9])([CH2:3][O:4][Si:11]([CH3:13])([CH3:12])[CH3:10])[CH2:5][O:6][CH2:7][CH3:8]. Procedure details: According to the procedure as described in Example 1,2,2-dimethyl-1-ethoxy-3-[(trimethylsilyl)oxy]propane was prepared from intermediate 2,2-dimethyl-3-ethoxy-1-propanol and reagent trimethylsilyl chloride. The reactants are Cl[Si](Cl)(Cl)Cl (tetrachlorosilane), CC(CC)(C)[Li] (1,1-dimethylpropyllithium). Run in C(C)OCC (diethylether). Run at time 1 hour. Yields the product CC(CC)(C)[Si](Cl)(Cl)Cl (1,1-dimethylpropyltrichlorosilane). Yield: 35.0%. RXN SMILES: [Cl:1][Si:2]([Cl:5])(Cl)[Cl:3].[CH3:6][C:7]([Li])([CH3:10])[CH2:8][CH3:9]>C(OCC)C>[CH3:6][C:7]([Si:2]([Cl:5])([Cl:3])[Cl:1])([CH3:10])[CH2:8][CH3:9]. Reported procedure: A two-liter four-necked flask equipped with a stirrer, a reflux cooling tube and a dropping funnel was charged in a nitrogen atmosphere with 85 grams (0.5 mol) of tetrachlorosilane and 500 ml of diethylether and then added with the droplets of 500 ml of 1,1-dimethylpropyllithium (1.0 M diethylether solution) as being stirred and cooled with ice over 2 hours. After completion of the addition, stirring was continued for another one hour at room temperature. The resulting mixture was filtered out i... Starting materials: CC(=O)OCC(F)=CC(C)(C)c1ccc(Cl)cc1, [Mg], Brc1cccc(Oc2ccccc2)c1, C1CCOC1. Product: CC(C)(C=C(F)Cc1cccc(Oc2ccccc2)c1)c1ccc(Cl)cc1. RXN SMILES: [C:16]([O:17][CH2:20][C:21](=[CH:22][C:23]([CH3:24])([CH3:25])[c:26]1[cH:27][cH:28][c:29]([Cl:32])[cH:30][cH:31]1)[F:33])(=[O:18])[CH3:19].[Mg:15].[O:1]([c:2]1[cH:3][cH:4][cH:5][cH:6][cH:7]1)[c:8]1[cH:9][c:10]([Br:14])[cH:11][cH:12][cH:13]1.[O:34]1[CH2:35][CH2:36][CH2:37][CH2:38]1>>[O:1]([c:2]1[cH:3][cH:4][cH:5][cH:6][cH:7]1)[c:8]1[cH:9][c:10]([CH2:20][C:21](=[CH:22][C:23]([CH3:24])([CH3:25])[c:26]2[cH:27][cH:28][c:29]([Cl:32])[cH:30][cH:31]2)[F:33])[cH:11][cH:12][cH:13]1. Starting materials: CCCCC12Cc3cc(OCOC)ccc3C1=C(C)C(=O)C(O)C2, CO, CCOC(C)=O, Cl. Product: CCCCC12Cc3cc(O)ccc3C1=C(C)C(=O)C(O)C2. Reaction SMILES: [CH2:1]([CH2:2][CH2:3][CH3:4])[C:5]12[CH2:6][c:7]3[cH:8][c:9]([O:21][CH2:22][O:23][CH3:24])[cH:10][cH:11][c:12]3[C:13]1=[C:14]([CH3:20])[C:15](=[O:19])[CH:16]([OH:18])[CH2:17]2.[CH3:26][OH:27].[CH3:28][CH2:29][O:30][C:31]([CH3:32])=[O:33].[ClH:25]>>[CH2:1]([CH2:2][CH2:3][CH3:4])[C:5]12[CH2:6][c:7]3[cH:8][c:9]([OH:21])[cH:10][cH:11][c:12]3[C:13]1=[C:14]([CH3:20])[C:15](=[O:19])[CH:16]([OH:18])[CH2:17]2. The product is NC(=O)CCC1CN(c2ccc(N3CCC(=O)C(F)C3)c(F)c2)C(=O)O1. RXN SMILES: [CH3:1][O:2][C:3]1([O:28][CH3:29])[CH:4]([F:27])[CH2:5][N:6]([c:9]2[c:10]([F:26])[cH:11][c:12]([N:15]3[C:16](=[O:25])[O:17][CH:18]([CH2:20][CH2:21][C:22](=[O:23])[NH2:24])[CH2:19]3)[cH:13][cH:14]2)[CH2:7][CH2:8]1.[CH3:30][S:31][CH3:32].[CH3:33][C:34](=[O:35])[Cl:36].[Cl-:37].[Cl-:39].[Zn+2:38]>>[O:2]=[C:3]1[CH:4]([F:27])[CH2:5][N:6]([c:9]2[c:10]([F:26])[cH:11][c:12]([N:15]3[C:16](=[O:25])[O:17][CH:18]([CH2:20][CH2:21][C:22](=[O:23])[NH2:24])[CH2:19]3)[cH:13][cH:14]2)[CH2:7][CH2:8]1. Reactants: COC1(OC)CCN(c2ccc(N3CC(CCC(N)=O)OC3=O)cc2F)CC1F, CSC, CC(=O)Cl, [Cl-], [Cl-], [Zn+2].